This data is from the Open Reaction Database (ORD), a public repository of structured organic reaction records. The task is: describe an organic reaction: reactants, conditions, products, and yield The reactants are O=C([O-])O, C[Si](C)(C)C#N, COC1(OC)CCC(OCc2ccccc2)CC1, ClCCl, C[Si](C)(C)OS(=O)(=O)C(F)(F)F, [Na+]. Product: COC1(C#N)CCC(OCc2ccccc2)CC1. Reaction SMILES: [C:37](=[O:38])([OH:39])[O-:40].[CH3:19][Si:20]([CH3:21])([CH3:22])[C:23]#[N:24].[CH3:1][O:2][C:3]1([O:17][CH3:18])[CH2:4][CH2:5][CH:6]([O:9][CH2:10][c:11]2[cH:12][cH:13][cH:14][cH:15][cH:16]2)[CH2:7][CH2:8]1.[Cl:42][CH2:43][Cl:44].[F:25][C:26]([F:27])([F:28])[S:29]([O:30][Si:31]([CH3:32])([CH3:33])[CH3:34])(=[O:35])=[O:36].[Na+:41]>>[C:3]1([O:17][CH3:18])([C:23]#[N:24])[CH2:4][CH2:5][CH:6]([O:9][CH2:10][c:11]2[cH:12][cH:13][cH:14][cH:15][cH:16]2)[CH2:7][CH2:8]1. Reactants: CC12OCC(CO1)(CO2)CO ((1-methyl-2,6,7-trioxabicyclo[2.2.2]oct-4-yl)methanol), [H-].[Na+] (sodium hydride), ClC1=C(C(=[N+](C=C1)[O-])C)C (4-chloro-2,3-dimethylpyridine 1-oxide). The solvent is CS(=O)C (dimethylsulfoxide). Conditions: temperature 60 celsius, time 3 hour. Product: CC1=[N+](C=CC(=C1C)OCC12COC(OC1)(OC2)C)[O-] (2,3-dimethyl-4-((1-methyl-2,6,7-trioxabicyclo[2.2.2]oct-4-yl)methoxy)pyridine1-oxide). The yield is 104.8%. Reaction SMILES: [CH3:1][C:2]12[O:9][CH2:8][C:5]([CH2:10][OH:11])([CH2:6][O:7]1)[CH2:4][O:3]2.[H-].[Na+].Cl[C:15]1[CH:20]=[CH:19][N+:18]([O-:21])=[C:17]([CH3:22])[C:16]=1[CH3:23]>CS(C)=O>[CH3:22][C:17]1[C:16]([CH3:23])=[C:15]([O:11][CH2:10][C:5]23[CH2:4][O:3][C:2]([CH3:1])([O:7][CH2:6]2)[O:9][CH2:8]3)[CH:20]=[CH:19][N+:18]=1[O-:21] |f:1.2|. Reported procedure: To a dimethylsulfoxide solution (30 ml) of the (1-methyl-2,6,7-trioxabicyclo[2.2.2]oct-4-yl)methanol (4.5 g, 28.1 mmol) obtained in the step (24a), sodium hydride, in oil (1.29 g, 29.5 mmol as the content was regarded as 55%) was added at room temperature. To the mixture, 4-chloro-2,3-dimethylpyridine 1-oxide (3.99 g, 25.3 mmol) was added, which was stirred at 60° C. for 3 hours. After cooled to room temperature, the reaction mixture was concentrated under reduced pressure. The residue was purif... The reactants are C(CC#C)C=1N=C2N(C=CC=C2Cl)C1 (2-(but-3-ynyl)-8-chloro-imidazo[1,2-a]pyridine), BrC1=NC=CC=C1 (2-bromopyridine). Product: ClC=1C=2N(C=CC1)C=C(N2)CCC#CC2=NC=CC=C2 (8-Chloro-2-(4-(pyridin-2-yl)but-3-ynyl)-imidazo[1,2-a]pyridine), 8-chloro-2-(4-(pyridin-2-yl)but-3-ynyl)H-imidazo[1,2-a]pyridine. Yield: 42.6%. RXN SMILES: [CH2:1]([C:5]1[N:6]=[C:7]2[C:12]([Cl:13])=[CH:11][CH:10]=[CH:9][N:8]2[CH:14]=1)[CH2:2][C:3]#[CH:4].Br[C:16]1[CH:21]=[CH:20][CH:19]=[CH:18][N:17]=1>>[Cl:13][C:12]1[C:7]2[N:8]([CH:14]=[C:5]([CH2:1][CH2:2][C:3]#[C:4][C:16]3[CH:21]=[CH:20][CH:19]=[CH:18][N:17]=3)[N:6]=2)[CH:9]=[CH:10][CH:11]=1. Reported procedure: The title compound was prepared in accordance with the general method of Example 1, from 2-(but-3-ynyl)-8-chloro-imidazo[1,2-a]pyridine (500 mg, 2.44 mmol) and 2-bromopyridine (405 mg, 2.57 mmol). The crude residue was purified by flash chromatography (DCM/MeOH 99:1 to 98:2) to yield 293 mg (1.04 mmol, 43%) of 8-chloro-2-(4-(pyridin-2-yl)but-3-ynyl)H-imidazo[1,2-a]pyridine as a white solid (M.P.=106-107° C.). Starting materials: ClC(=O)OCC1=CC=CC=C1 (benzyl chloroformate), ClC(=O)OCC1=CC=CC=C1 (benzyl chloroformate), ice water, O1CCOC12CCC(CC2)C2=CC=C(C=N2)N (6-(1,4-dioxaspiro[4.5]dec-8-yl)pyridin-3-amine), N1=CC=CC=C1 (pyridine). The solvent is C1CCOC1 (THF). Conditions: temperature 0 celsius. Product: O1CCOC12CCC(CC2)C2=CC=C(C=N2)NC(OCC2=CC=CC=C2)=O (Benzyl [6-(1,4-dioxaspiro[4.5]dec-8-yl)pyridin-3-yl]carbamate). Isolated yield 102.0%. As a reaction SMILES: [O:1]1[C:5]2([CH2:10][CH2:9][CH:8]([C:11]3[N:16]=[CH:15][C:14]([NH2:17])=[CH:13][CH:12]=3)[CH2:7][CH2:6]2)[O:4][CH2:3][CH2:2]1.N1C=CC=CC=1.Cl[C:25]([O:27][CH2:28][C:29]1[CH:34]=[CH:33][CH:32]=[CH:31][CH:30]=1)=[O:26]>C1COCC1>[O:1]1[C:5]2([CH2:10][CH2:9][CH:8]([C:11]3[N:16]=[CH:15][C:14]([NH:17][C:25](=[O:26])[O:27][CH2:28][C:29]4[CH:34]=[CH:33][CH:32]=[CH:31][CH:30]=4)=[CH:13][CH:12]=3)[CH2:7][CH2:6]2)[O:4][CH2:3][CH2:2]1. Procedure details: To an ice water cooled solution of 6-(1,4-dioxaspiro[4.5]dec-8-yl)pyridin-3-amine (3.08 g, 13.15 mmol), prepared as above, in THF (50 mL) was added pyridine (3.19 mL, 39.44 mmol) followed by benzyl chloroformate (1.9 mL, 13.15 mmol). The resulting suspension was allowed to stir at 0° C., then after 2 hrs a further 0.5 mL of benzyl chloroformate was added and reaction mixture was allowed to stir at ambient temperature overnight. It was partitioned between EtOAc (100 mL) and water (50 mL), the org... Reactants: A1, N1(CCC1)CCN1C(=NC(=C1)C1=CC(=NC=C1)C(F)(F)F)C1CCNCC1 (4-(1-(2-(azetidin-1-yl)ethyl)-2-(piperidin-4-yl)-1H-imidazol-4-yl)-2-(trifluoromethyl)pyridine), ClC1=NC=NC2=C1OCCN2 (4-chloro-7,8-dihydro-6H-pyrimido[5,4-b][1,4]oxazine). Yields the product N1(CCC1)CCN1C(=NC(=C1)C1=CC(=NC=C1)C(F)(F)F)C1CCN(CC1)C1=NC=NC2=C1OCCN2 (4-(4-(1-(2-(azetidin-1-yl)ethyl)-4-(2-(trifluoromethyl)pyridin-4-yl)-1H-imidazol-2-yl)piperidin-1-yl)-7,8-dihydro-6H-pyrimido[5,4-b][1,4]oxazine). As a reaction SMILES: [N:1]1([CH2:5][CH2:6][N:7]2[CH:11]=[C:10]([C:12]3[CH:17]=[CH:16][N:15]=[C:14]([C:18]([F:21])([F:20])[F:19])[CH:13]=3)[N:9]=[C:8]2[CH:22]2[CH2:27][CH2:26][NH:25][CH2:24][CH2:23]2)[CH2:4][CH2:3][CH2:2]1.Cl[C:29]1[C:34]2[O:35][CH2:36][CH2:37][NH:38][C:33]=2[N:32]=[CH:31][N:30]=1>>[N:1]1([CH2:5][CH2:6][N:7]2[CH:11]=[C:10]([C:12]3[CH:17]=[CH:16][N:15]=[C:14]([C:18]([F:21])([F:19])[F:20])[CH:13]=3)[N:9]=[C:8]2[CH:22]2[CH2:23][CH2:24][N:25]([C:29]3[C:34]4[O:35][CH2:36][CH2:37][NH:38][C:33]=4[N:32]=[CH:31][N:30]=3)[CH2:26][CH2:27]2)[CH2:2][CH2:3][CH2:4]1. Procedure details: The title compound was prepared according to the procedure described for the preparation of A1 by using 4-(1-(2-(azetidin-1-yl)ethyl)-2-(piperidin-4-yl)-1H-imidazol-4-yl)-2-(trifluoromethyl)pyridine coupled with 4-chloro-7,8-dihydro-6H-pyrimido[5,4-b][1,4]oxazine; LC-MS (M+H=515, obsd.=515); The reactants are Cl.C1(CC1)COC1=C(C=CC(=C1)OC)C=1C2=C(N=CN1)C(=C(N2)C)C(=O)NC2CCNCC2 (4-[2-(cyclopropylmethoxy)-4-methoxyphenyl]-6-methyl-N-piperidin-4-yl-5H-pyrrolo[3,2-d]pyrimidine-7-carboxamide hydrochloride), C(CC)(=O)Cl (propionyl chloride). Yields the product C1(CC1)COC1=C(C=CC(=C1)OC)C=1C2=C(N=CN1)C(=C(N2)C)C(=O)NC2CCN(CC2)C(CC)=O (4-[2-(Cyclopropylmethoxy)-4-methoxyphenyl]-6-methyl-N-(1-propionylpiperidin-4-yl)-5H-pyrrolo[3,2-d]pyrimidine-7-carboxamide). Reaction SMILES: Cl.[CH:2]1([CH2:5][O:6][C:7]2[CH:12]=[C:11]([O:13][CH3:14])[CH:10]=[CH:9][C:8]=2[C:15]2[C:16]3[NH:23][C:22]([CH3:24])=[C:21]([C:25]([NH:27][CH:28]4[CH2:33][CH2:32][NH:31][CH2:30][CH2:29]4)=[O:26])[C:17]=3[N:18]=[CH:19][N:20]=2)[CH2:4][CH2:3]1.[C:34](Cl)(=[O:37])[CH2:35][CH3:36]>>[CH:2]1([CH2:5][O:6][C:7]2[CH:12]=[C:11]([O:13][CH3:14])[CH:10]=[CH:9][C:8]=2[C:15]2[C:16]3[NH:23][C:22]([CH3:24])=[C:21]([C:25]([NH:27][CH:28]4[CH2:29][CH2:30][N:31]([C:34](=[O:37])[CH2:35][CH3:36])[CH2:32][CH2:33]4)=[O:26])[C:17]=3[N:18]=[CH:19][N:20]=2)[CH2:4][CH2:3]1 |f:0.1|. Procedure details: Starting from 4-[2-(cyclopropylmethoxy)-4-methoxyphenyl]-6-methyl-N-piperidin-4-yl-5H-pyrrolo[3,2-d]pyrimidine-7-carboxamide hydrochloride (example D.f18) and commercially propionyl chloride the title compound is obtained as colorless solid. Starting materials: CO, COc1ccc(C(=O)Cc2cccc(Cl)n2)cc1, Cl, NO, [Na+], [OH-]. Yields the product COc1ccc(C(Cc2cccc(Cl)n2)=NO)cc1. RXN SMILES: [CH3:24][OH:25].[Cl:1][c:2]1[cH:3][cH:4][cH:5][c:6]([CH2:8][C:9](=[O:10])[c:11]2[cH:12][cH:13][c:14]([O:17][CH3:18])[cH:15][cH:16]2)[n:7]1.[ClH:19].[NH2:20][OH:21].[Na+:23].[OH-:22]>>[Cl:1][c:2]1[cH:3][cH:4][cH:5][c:6]([CH2:8][C:9]([c:11]2[cH:12][cH:13][c:14]([O:17][CH3:18])[cH:15][cH:16]2)=[N:20][OH:21])[n:7]1. As a reaction SMILES: Cl[C:2]1[N:7]=[C:6]([C:8]2[CH:13]=[CH:12][CH:11]=[CH:10][CH:9]=2)[N:5]([CH2:14][C:15]#[CH:16])[C:4](=[O:17])[C:3]=1[CH3:18].[CH3:19][S-:20].[Na+]>CO>[CH3:18][C:3]1[C:4](=[O:17])[N:5]([CH2:14][C:15]#[CH:16])[C:6]([C:8]2[CH:13]=[CH:12][CH:11]=[CH:10][CH:9]=2)=[N:7][C:2]=1[S:20][CH3:19] |f:1.2|. Reactants: ClC1=C(C(N(C(=N1)C1=CC=CC=C1)CC#C)=O)C (6-chloro-5-methyl-2-phenyl-3-propargyl-4(3H)-pyrimidinone), C[S-].[Na+] (sodium thiomethoxide). The product is 5-methyl-2-phenyl-3-propargyl-6-thiomethyl-4(3H)-pyrimidinone, CC=1C(N(C(=NC1SC)C1=CC=CC=C1)CC#C)=O (5-methyl-2-phenyl-3-propargyl-6-methylthio-4(3H)-pyrimidinone). Reported procedure: To a solution of 2.5 g (9.67 mmol) of 6-chloro-5-methyl-2-phenyl-3-propargyl-4(3H)-pyrimidinone in 100 mL of methanol, was added 0.8 g (11.4 mmol) sodium thiomethoxide and the reaction was stirred at room temperature for 4 days. The methanol was evaporated and the residue was dissolved in 100 mL of ethyl acetate, then washed three times with 50 mL of 1M sodium hydroxide followed by one time with 50 mL of brine. The organic layer was dried over MgSO4 and concentrated to yield 2.6 g crude product.... Run in CO (methanol). Run at time 4 day. Reactants: ClC=1C=C(C=CC1)NC1=NC=2N(C=C1)N=CC2C=O (5-(3-chlorophenylamino)pyrazolo[1,5-a]pyrimidine-3-carbaldehyde), S1C(=S)NC(=O)C1 (rhodanine), N1CCCCC1 (piperidine). The solvent is CCO (EtOH). Reaction conditions: temperature 80 celsius. The product is ClC=1C=C(C=CC1)NC1=NC=2N(C=C1)N=CC2C=C2C(NC(S2)=S)=O (5-((5-(3-chlorophenylamino)pyrazolo[1,5-a]pyrimidin-3-yl)methylene)-2-thioxothiazolidin-4-one). Reaction SMILES: [Cl:1][C:2]1[CH:3]=[C:4]([NH:8][C:9]2[CH:14]=[CH:13][N:12]3[N:15]=[CH:16][C:17]([CH:18]=O)=[C:11]3[N:10]=2)[CH:5]=[CH:6][CH:7]=1.[S:20]1[CH2:26][C:24](=[O:25])[NH:23][C:21]1=[S:22].N1CCCCC1>CCO>[Cl:1][C:2]1[CH:3]=[C:4]([NH:8][C:9]2[CH:14]=[CH:13][N:12]3[N:15]=[CH:16][C:17]([CH:18]=[C:26]4[S:20][C:21](=[S:22])[NH:23][C:24]4=[O:25])=[C:11]3[N:10]=2)[CH:5]=[CH:6][CH:7]=1. Reported procedure: To 5-(3-chlorophenylamino)pyrazolo[1,5-a]pyrimidine-3-carbaldehyde (50 mg, 0.184 mmol) in 1 mL EtOH was added rhodanine (24 mg, 0.184 mmol) and piperidine (18 μL, 0.184 mmol). The mixture was heated in microwave (200 W) for 10 minutes at 80° C. The solid formed was isolated by filtration and air dried to give 5-((5-(3-chlorophenylamino)pyrazolo[1,5-a]pyrimidin-3-yl)methylene)-2-thioxothiazolidin-4-one. LCMS (M+1=388) Starting materials: COCC1CCC(O1)C(=O)CS[C@@H]1[C@@H](C(N1C(C(=O)OCC1=CC=C(C=C1)OC)=P(CCCC)(CCCC)CCCC)=O)NC(COC1=CC=CC=C1)=O (4-methoxybenzyl 2-[(3R,4R)-4-[(2RS,5SR)-5-methoxymethyltetrahydrofuran-2-ylcarbonylmethylthio]-3-phenoxyacetamidoazetidin-2-on-1-yl]-2-tri-n-butylphosphoranylideneacetate), C(C1=CC=CC=C1)(=O)O (benzoic acid). The solvent is C1(=CC=CC=C1)C (toluene). Yields the product COCC1CCC(O1)C=1CS[C@H]2N(C1C(=O)OCC1=CC=C(C=C1)OC)C([C@H]2NC(COC2=CC=CC=C2)=O)=O (4-Methoxybenzyl (6R,7R)-3-[(2RS,5SR)-5-methoxymethyltetrahydrofuran-2-yl]-7-phenoxyacetamidoceph-3-em-4-carboxylate). The yield is 62.8%. RXN SMILES: [CH3:1][O:2][CH2:3][CH:4]1[O:8][CH:7]([C:9]([CH2:11][S:12][C@H:13]2[N:16]([C:17](=P(CCCC)(CCCC)CCCC)[C:18]([O:20][CH2:21][C:22]3[CH:27]=[CH:26][C:25]([O:28][CH3:29])=[CH:24][CH:23]=3)=[O:19])[C:15](=[O:43])[C@H:14]2[NH:44][C:45](=[O:54])[CH2:46][O:47][C:48]2[CH:53]=[CH:52][CH:51]=[CH:50][CH:49]=2)=O)[CH2:6][CH2:5]1.C(O)(=O)C1C=CC=CC=1>C1(C)C=CC=CC=1>[CH3:1][O:2][CH2:3][CH:4]1[O:8][CH:7]([C:9]2[CH2:11][S:12][C@@H:13]3[C@H:14]([NH:44][C:45](=[O:54])[CH2:46][O:47][C:48]4[CH:49]=[CH:50][CH:51]=[CH:52][CH:53]=4)[C:15](=[O:43])[N:16]3[C:17]=2[C:18]([O:20][CH2:21][C:22]2[CH:27]=[CH:26][C:25]([O:28][CH3:29])=[CH:24][CH:23]=2)=[O:19])[CH2:6][CH2:5]1. Reported procedure: A solution of 4-methoxybenzyl 2-[(3R,4R)-4-[(2RS,5SR)-5-methoxymethyltetrahydrofuran-2-ylcarbonylmethylthio]-3-phenoxyacetamidoazetidin-2-on-1-yl]-2-tri-n-butylphosphoranylideneacetate (4.25g) and benzoic acid (20mg) in toluene (100ml) was heated to reflux for 10h. The mixture was cooled and the solvent evaporated. The product (1.93g) was isolated by column chromatography of the residue using gradient elution (silica gel 1:1 hexane : ethyl acetate going to neat ethyl acetate); vmax (CHCl3) 3409,...